describe an organic reaction: reactants, conditions, products, and yield From a dataset of the Open Reaction Database (ORD), a public repository of structured organic reaction records. Reactants: C(C)(C)(C)OC(NC1=C(C=C(C(=C1)N1CCC1)Cl)N)=O ((2-amino-5-azetidin-1-yl-4-chloro-phenyl)-carbamic acid tert.-butyl ester), C(C)(C)(C)OC(CC(=O)C1=CC(=NC=C1)C#N)=O (3-(2-cyano-pyridin-4-yl)-3-oxo-propionic acid tert.-butyl ester). The product is C(C)(C)(C)OC(NC1=C(C=C(C(=C1)N1CCC1)Cl)NC(CC(=O)C1=CC(=NC=C1)C#N)=O)=O ({5-Azetidin-1-yl-4-chloro-2-[3-(2-cyano-pyridin-4-yl)-3-oxo-propionylamino]-phenyl}-carbamic acid tert.-butyl ester), solid. Reaction SMILES: [C:1]([O:5][C:6](=[O:20])[NH:7][C:8]1[CH:13]=[C:12]([N:14]2[CH2:17][CH2:16][CH2:15]2)[C:11]([Cl:18])=[CH:10][C:9]=1[NH2:19])([CH3:4])([CH3:3])[CH3:2].C([O:25][C:26](=O)[CH2:27][C:28]([C:30]1[CH:35]=[CH:34][N:33]=[C:32]([C:36]#[N:37])[CH:31]=1)=[O:29])(C)(C)C>>[C:1]([O:5][C:6](=[O:20])[NH:7][C:8]1[CH:13]=[C:12]([N:14]2[CH2:17][CH2:16][CH2:15]2)[C:11]([Cl:18])=[CH:10][C:9]=1[NH:19][C:26](=[O:25])[CH2:27][C:28]([C:30]1[CH:35]=[CH:34][N:33]=[C:32]([C:36]#[N:37])[CH:31]=1)=[O:29])([CH3:4])([CH3:2])[CH3:3]. Procedure: The title compound was prepared from (2-amino-5-azetidin-1-yl-4-chloro-phenyl)-carbamic acid tert.-butyl ester (Example J16) and 3-(2-cyano-pyridin-4-yl)-3-oxo-propionic acid tert.-butyl ester (Example K3) according to the general procedure M. Obtained as a yellow solid (142 mg). The reactants are CCCCCCN(CCOS(=O)(=O)c1ccc(C)cc1)S(=O)(=O)c1cccc2cnccc12, C1CCNCC1, CCO, ClC(Cl)Cl. Product: CCCCCCN(CCN1CCCCC1)S(=O)(=O)c1cccc2cnccc12. As a reaction SMILES: [CH2:1]([CH2:2][CH2:3][CH2:4][CH2:5][CH3:6])[N:7]([S:8](=[O:9])(=[O:10])[c:11]1[c:12]2[cH:13][cH:14][n:15][cH:16][c:17]2[cH:18][cH:19][cH:20]1)[CH2:21][CH2:22][O:23][S:24]([c:25]1[cH:26][cH:27][c:28]([CH3:29])[cH:30][cH:31]1)(=[O:32])=[O:33].[CH2:34]1[CH2:35][CH2:36][NH:37][CH2:38][CH2:39]1.[CH3:44][CH2:45][OH:46].[CH:40]([Cl:41])([Cl:42])[Cl:43]>>[CH2:1]([CH2:2][CH2:3][CH2:4][CH2:5][CH3:6])[N:7]([S:8](=[O:9])(=[O:10])[c:11]1[c:12]2[cH:13][cH:14][n:15][cH:16][c:17]2[cH:18][cH:19][cH:20]1)[CH2:21][CH2:22][N:37]1[CH2:36][CH2:35][CH2:34][CH2:39][CH2:38]1. Reactants: hydrochloric acid ice water, [OH-].[Na+] (sodium hydroxide), C(C)C(CO)(CC)C (2-ethyl-2-methylbutanol), O(C1=CC=CC=C1)C1=CC=CC(=N1)CCl (6-phenoxy-2-chloromethylpyridine). Reagents/catalysts: [Br-].C(CCC)[N+](CCCC)(CCCC)CCCC (tetrabutylammonium bromide). Run in C1(=CC=CC=C1)C (toluene), C1(=CC=CC=C1)C (toluene). Conditions: time 16 hour. Yields the product C(C)C(COCC1=NC(=CC=C1)OC1=CC=CC=C1)(CC)C (6-phenoxy-2-pyridylmethyl 2-ethyl-2-methylbutyl ether). Yield: 71.9%. RXN SMILES: [OH-].[Na+].[CH2:3]([C:5]([CH3:10])([CH2:8][CH3:9])[CH2:6][OH:7])[CH3:4].[O:11]([C:18]1[N:23]=[C:22]([CH2:24]Cl)[CH:21]=[CH:20][CH:19]=1)[C:12]1[CH:17]=[CH:16][CH:15]=[CH:14][CH:13]=1>[Br-].C([N+](CCCC)(CCCC)CCCC)CCC.C1(C)C=CC=CC=1>[CH2:3]([C:5]([CH3:10])([CH2:8][CH3:9])[CH2:6][O:7][CH2:24][C:22]1[CH:21]=[CH:20][CH:19]=[C:18]([O:11][C:12]2[CH:17]=[CH:16][CH:15]=[CH:14][CH:13]=2)[N:23]=1)[CH3:4] |f:0.1,4.5|. Reported procedure: Under a nitrogen atmosphere, 3.83 g of a 45% aqueous sodium hydroxide solution, 120 mg of tetrabutylammonium bromide and 5 ml of toluene were mixed, and to the resulting mixture solution, a solution of 1.0 g of 2-ethyl-2-methylbutanol and 1.51 g of 6-phenoxy-2-chloromethylpyridine in 5 ml of toluene was added at room temperature. After stirring at room temperature for 16 hours, the reaction solution was poured into dilute hydrochloric acid-ice water and extracted twice with toluene. The toluene ... The reactants are O.ON1N=NC2=C1C=CC=C2 (1-hydroxybenzotriazole hydrate), Cl.C(C)OCCN1C(=NC2=C1C=CC=C2)N2CCN(CCC2)CCC2(CNCC2)C2=CC=CC=C2 (3-(2-(4-(1-(2-ethoxyethyl)-1H-benzimidazol-2-yl)[1,4]diazepan-1-yl)ethyl)-3-phenylpyrrolidine hydrochloric acid salt), C(C)(C)N(C(C)C)CC (N,N-diisopropylethylamine), Cl.C(C)N=C=NCCCN(C)C (1-ethyl-3-(3-dimethylaminopropyl)carbodiimide hydrochloride), CS(=O)(=O)C1=C(C(=O)O)C=C(C=C1)N1N=NN=C1 (2-methylsulfonyl-5-(1H-tetrazol-1-yl)benzoic acid). Run in ClCCl (dichloromethane), CO.C(C)(=O)OCC (methanol ethyl acetate), CO.C(C)(=O)OCC (methanol ethyl acetate), C(C)(=O)OCC (ethyl acetate). Conditions: time 18 hour. Yields the product CS(=O)(=O)C1=C(C(=O)N2CC(CC2)(C2=CC=CC=C2)CCN2CCN(CCC2)C2=NC3=C(N2CCOCC)C=CC=C3)C=C(C=C1)N1N=NN=C1 (1-(2-Methylsulfonyl-5-(1H-tetrazol-1-yl)benzoyl)-3-(2-(4-(1-(2-ethoxyethyl)-1H-benzimidazol-2-yl)[1,4]diazepan-1-yl)ethyl)-3-phenylpyrrolidine). As a reaction SMILES: Cl.[CH2:2]([O:4][CH2:5][CH2:6][N:7]1[C:11]2[CH:12]=[CH:13][CH:14]=[CH:15][C:10]=2[N:9]=[C:8]1[N:16]1[CH2:22][CH2:21][CH2:20][N:19]([CH2:23][CH2:24][C:25]2([C:30]3[CH:35]=[CH:34][CH:33]=[CH:32][CH:31]=3)[CH2:29][CH2:28][NH:27][CH2:26]2)[CH2:18][CH2:17]1)[CH3:3].[CH3:36][S:37]([C:40]1[CH:48]=[CH:47][C:46]([N:49]2[CH:53]=[N:52][N:51]=[N:50]2)=[CH:45][C:41]=1[C:42](O)=[O:43])(=[O:39])=[O:38].O.ON1C2C=CC=CC=2N=N1.C(N(CC)C(C)C)(C)C.Cl.C(N=C=NCCCN(C)C)C>C(OCC)(=O)C.CO.C(OCC)(=O)C.ClCCl>[CH3:36][S:37]([C:40]1[CH:48]=[CH:47][C:46]([N:49]2[CH:53]=[N:52][N:51]=[N:50]2)=[CH:45][C:41]=1[C:42]([N:27]1[CH2:28][CH2:29][C:25]([CH2:24][CH2:23][N:19]2[CH2:20][CH2:21][CH2:22][N:16]([C:8]3[N:7]([CH2:6][CH2:5][O:4][CH2:2][CH3:3])[C:11]4[CH:12]=[CH:13][CH:14]=[CH:15][C:10]=4[N:9]=3)[CH2:17][CH2:18]2)([C:30]2[CH:35]=[CH:34][CH:33]=[CH:32][CH:31]=2)[CH2:26]1)=[O:43])(=[O:39])=[O:38] |f:0.1,3.4,6.7,9.10|. Procedure details: Combine 3-(2-(4-(1-(2-ethoxyethyl)-1H-benzimidazol-2-yl)[1,4]diazepan-1-yl)ethyl)-3-phenylpyrrolidine hydrochloric acid salt (prepared from (−)-3-phenyl-3-(2-hydroxyethyl)pyrrolidine(R,R)-di-p-anisoyltartaric acid salt) (0.53 g, 1.0 mmol) and dichloromethane (10 mL). Add 2-methylsulfonyl-5-(1H-tetrazol-1-yl)benzoic acid (0.27 g, 1.0 mmol), 1-hydroxybenzotriazole hydrate (0.16 g, 1.2 mmol), N,N-diisopropylethylamine (0.34 mL, 2.0 mmol), and 1-ethyl-3-(3-dimethylaminopropyl)carbodiimide hydrochlor... The reactants are CC(=O)[O-], COCC(=O)CC(=O)OC, CCO, Cl, Nc1cc(I)ccc1F, O=N[O-], [Na+], [Na+], O. The product is COCC(=O)C(=NNc1cc(I)ccc1F)C(=O)OC. Reaction SMILES: [C:24]([O-:25])(=[O:26])[CH3:27].[CH3:14][O:15][CH2:16][C:17]([CH2:18][C:19](=[O:20])[O:21][CH3:22])=[O:23].[CH3:31][CH2:32][OH:33].[ClH:29].[F:1][c:2]1[c:3]([NH2:4])[cH:5][c:6]([I:9])[cH:7][cH:8]1.[N:10]([O-:11])=[O:12].[Na+:13].[Na+:28].[OH2:30]>>[F:1][c:2]1[c:3]([NH:4][N:10]=[C:18]([C:17]([CH2:16][O:15][CH3:14])=[O:23])[C:19](=[O:20])[O:21][CH3:22])[cH:5][c:6]([I:9])[cH:7][cH:8]1.